This data is from the Open Reaction Database (ORD), a public repository of structured organic reaction records. The task is: describe an organic reaction: reactants, conditions, products, and yield The solvent is O (water). The reagents and catalysts are Pb Pt/C. Yields the product O=C([C@H](O)[C@@H](O)[C@H](O)[C@H](O)CO)O (D-gluconic Acid). Reported procedure: 50.0 g of gluconolactone is dissolved in 950 ml demineralised water. The pH is adjusted to 6.0 with 25 g of a 45% wiw sodium hydroxide solution.The solution is heated to 55° C. under nitrogen, until no more oxygen is detected. 6.35 g of the prepared Pb/Pt/C catalyst (ratio Pt/Pb 5/2) is added and the suspension is stirred at 1300 rpm for another 10 minutes under nitrogen. The reaction is started by switching from nitrogen to oxygen (maximum 10% oxygen in the mixture). The pH is kept at 6.0 by co... Reactants: C([C@@H]1[C@H]([C@@H]([C@H](C(=O)O1)O)O)O)O (gluconolactone), O=O (oxygen), O=O (oxygen), [OH-].[Na+] (sodium hydroxide), O=O (oxygen), C([O-])([O-])=O.[Na+].[Na+] (sodium carbonate). Conditions: time 10 minute. Reaction SMILES: [CH2:1]([OH:12])[C@H:2]1[O:8][C:6](=[O:7])[C@H:5]([OH:9])[C@@H:4]([OH:10])[C@@H:3]1[OH:11].[OH-].[Na+].O=O.C(=O)([O-])[O-:18].[Na+].[Na+]>O>[O:7]=[C:6]([OH:8])[C@@H:5]([C@H:4]([C@@H:3]([C@@H:2]([CH2:1][OH:12])[OH:18])[OH:11])[OH:10])[OH:9] |f:1.2,4.5.6|.